Dataset: the Open Reaction Database (ORD), a public repository of structured organic reaction records. Task: describe an organic reaction: reactants, conditions, products, and yield Reactants: C1CCOC1, CC(C)[Mg+], CC(C)C1OC(O)c2ccccc21, [Cl-]. The product is CC(C)C(O)c1ccccc1C(O)C(C)C. Reaction SMILES: [CH2:19]1[O:20][CH2:21][CH2:22][CH2:23]1.[CH:15]([CH3:16])([CH3:17])[Mg+:18].[CH:1]([CH3:2])([CH3:3])[CH:4]1[O:5][CH:6]([OH:13])[c:7]2[cH:8][cH:9][cH:10][cH:11][c:12]21.[Cl-:14]>>[CH:1]([CH3:2])([CH3:3])[CH:4]([OH:5])[c:12]1[c:7]([CH:6]([OH:13])[CH:15]([CH3:16])[CH3:17])[cH:8][cH:9][cH:10][cH:11]1. Starting materials: CCOC(=O)C1=CNCCc2c1[nH]c1ccccc21, CC(=O)O, [NH4+], [OH-], O=[N+]([O-])O. Product: CCOC(=O)C1=CNCCc2c1[nH]c1cc([N+](=O)[O-])ccc21. RXN SMILES: [CH2:5]1[CH2:6][NH:7][CH:8]=[C:9]([C:19](=[O:20])[O:21][CH2:22][CH3:23])[c:10]2[nH:11][c:12]3[cH:13][cH:14][cH:15][cH:16][c:17]3[c:18]21.[CH3:26][C:27](=[O:28])[OH:29].[NH4+:24].[OH-:25].[OH:1][N+:2]([O-:3])=[O:4]>>[O-:1][N+:2](=[O:4])[c:14]1[cH:13][c:12]2[nH:11][c:10]3[c:18]([c:17]2[cH:16][cH:15]1)[CH2:5][CH2:6][NH:7][CH:8]=[C:9]3[C:19](=[O:20])[O:21][CH2:22][CH3:23]. Starting materials: CO, COc1ccc2c(c1OC)CC=C2c1c[nH]cn1. Yields the product COc1ccc2c(c1OC)CCC2c1c[nH]cn1. As a reaction SMILES: [CH3:19][OH:20].[CH3:1][O:2][c:3]1[cH:4][cH:5][c:6]2[c:10]([c:11]1[O:12][CH3:13])[CH2:9][CH:8]=[C:7]2[c:14]1[n:15][cH:16][nH:17][cH:18]1>>[CH3:1][O:2][c:3]1[cH:4][cH:5][c:6]2[c:10]([c:11]1[O:12][CH3:13])[CH2:9][CH2:8][CH:7]2[c:14]1[n:15][cH:16][nH:17][cH:18]1.